Dataset: the Open Reaction Database (ORD), a public repository of structured organic reaction records. Task: describe an organic reaction: reactants, conditions, products, and yield The reactants are CO, COCCn1ccc2c(Cl)ncnc21, C#Cc1cccc(N)c1. The product is C#Cc1cccc(Nc2ncnc3c2ccn3CCOC)c1. Reaction SMILES: [CH3:24][OH:25].[Cl:1][c:2]1[c:3]2[c:4]([n:5][cH:6][n:7]1)[n:8]([CH2:11][CH2:12][O:13][CH3:14])[cH:9][cH:10]2.[NH2:15][c:16]1[cH:17][c:18]([C:22]#[CH:23])[cH:19][cH:20][cH:21]1>>[c:2]1([NH:15][c:16]2[cH:17][c:18]([C:22]#[CH:23])[cH:19][cH:20][cH:21]2)[c:3]2[c:4]([n:5][cH:6][n:7]1)[n:8]([CH2:11][CH2:12][O:13][CH3:14])[cH:9][cH:10]2. The reactants are C(C)(C)(C)OC(=O)N1CC=2N=CN=C(C2CC1C)Cl ((±)-4-chloro-6-methyl-5,8-dihydro-6H-pyrido[3,4-d]pyrimidine-7-carboxylic acid tert-butyl ester), OC=1C=C2C=CNC2=CC1 (5-hydroxy indole), C1CCC2=NCCCN2CC1 (DBU). Reported procedure: A solution of (±)-4-chloro-6-methyl-5,8-dihydro-6H-pyrido[3,4-d]pyrimidine-7-carboxylic acid tert-butyl ester (220 mg, 0.77 mmol), 5-hydroxy indole (155 mg, 1.16 mmol) and MeCN (10 mL) is treated with DBU (0.2 mL, 1.16 mmol) and heated at 80° C. for 4 h. The volume is reduced in vacuo and the residue is separated via FCC (5-90% EtOAc/heptane) to give the title compound. MS (ESI) m/z 381.3 (M+H). Reaction conditions: temperature 80 celsius. The product is C(C)(C)(C)OC(=O)N1CC=2N=CN=C(C2CC1C)OC=1C=C2C=CNC2=CC1 ((±)-4-(1H-Indol-5-yloxy)-6-methyl-5,8-dihydro-6H-pyrido[3,4-d]pyrimidine-7-carboxylic acid tert-butyl ester). Solvent: CC#N (MeCN). As a reaction SMILES: [C:1]([O:5][C:6]([N:8]1[CH:17]([CH3:18])[CH2:16][C:15]2[C:14](Cl)=[N:13][CH:12]=[N:11][C:10]=2[CH2:9]1)=[O:7])([CH3:4])([CH3:3])[CH3:2].[OH:20][C:21]1[CH:22]=[C:23]2[C:27](=[CH:28][CH:29]=1)[NH:26][CH:25]=[CH:24]2.C1CCN2C(=NCCC2)CC1>CC#N>[C:1]([O:5][C:6]([N:8]1[CH:17]([CH3:18])[CH2:16][C:15]2[C:14]([O:20][C:21]3[CH:22]=[C:23]4[C:27](=[CH:28][CH:29]=3)[NH:26][CH:25]=[CH:24]4)=[N:13][CH:12]=[N:11][C:10]=2[CH2:9]1)=[O:7])([CH3:4])([CH3:3])[CH3:2]. Reactants: CC1(C)OC(=O)C(=CC(=O)Cl)O1, CCOC(C)=O, CCN(C(C)C)C(C)C, CC(C)NCc1ccc(Cl)c(Cl)c1, ClCCl, Cl. The product is CC(C)N(Cc1ccc(Cl)c(Cl)c1)C(=O)C=C1OC(C)(C)OC1=O. As a reaction SMILES: [CH3:15][C:16]1([CH3:26])[O:17][C:18](=[O:25])[C:19](=[CH:21][C:22](=[O:23])[Cl:24])[O:20]1.[CH3:39][CH2:40][O:41][C:42](=[O:43])[CH3:44].[CH:27]([N:28]([CH:29]([CH3:30])[CH3:31])[CH2:32][CH3:33])([CH3:34])[CH3:35].[Cl:1][c:2]1[cH:3][c:4]([CH2:5][NH:6][CH:7]([CH3:8])[CH3:9])[cH:10][cH:11][c:12]1[Cl:13].[Cl:36][CH2:37][Cl:38].[ClH:14]>>[Cl:1][c:2]1[cH:3][c:4]([CH2:5][N:6]([CH:7]([CH3:8])[CH3:9])[C:22]([CH:21]=[C:19]2[C:18](=[O:25])[O:17][C:16]([CH3:15])([CH3:26])[O:20]2)=[O:23])[cH:10][cH:11][c:12]1[Cl:13]. The reactants are COC1=CC=CC=2C(C3=C(C=4CC(CCC4C(=C3C(C12)=O)O)=O)O)=O (4-Methoxy-6,11-dihydroxy-7,8-dihydro-5,9(10H), 12-naphthacenetrione), [C-]#N.[K+] (KCN), CC(=O)O (HOAc). Run in C(Cl)(Cl)Cl.CCO (CHCl3 EtOH), O (H2O). Run at time 5 hour. The product is COC1=CC=CC=2C(C3=C(C=4CC(CCC4C(=C3C(C12)=O)O)(O)C#N)O)=O ((±)-4-Methoxy-9-cyano-6,9,11-trihydroxy-7,8,9,10-tetrahydro-5,12-naphthacenedione). The yield is 77.6%. As a reaction SMILES: [CH3:1][O:2][C:3]1[C:20]2[C:19](=[O:21])[C:18]3[C:9](=[C:10]([OH:24])[C:11]4[CH2:12][C:13](=[O:23])[CH2:14][CH2:15][C:16]=4[C:17]=3[OH:22])[C:8](=[O:25])[C:7]=2[CH:6]=[CH:5][CH:4]=1.[C-:26]#[N:27].[K+].CC(O)=O>C(Cl)(Cl)Cl.CCO.O>[CH3:1][O:2][C:3]1[C:20]2[C:19](=[O:21])[C:18]3[C:9](=[C:10]([OH:24])[C:11]4[CH2:12][C:13]([C:26]#[N:27])([OH:23])[CH2:14][CH2:15][C:16]=4[C:17]=3[OH:22])[C:8](=[O:25])[C:7]=2[CH:6]=[CH:5][CH:4]=1 |f:1.2,4.5|. Reported procedure: 4-Methoxy-6,11-dihydroxy-7,8-dihydro-5,9 (10H),12-naphthacenetrione (IV) (45.3 mg, 0.134 mmole) and KCN (300 mg) were placed in 50% CHCl3 /EtOH (8 ml) and cooled to 0°. HOAc (0.4 ml) was added and the mixture was stirred at 23° for 5 hr. The reaction mixture was diluted with H2O (15 ml), the organic phase separated and the aqueous phase extracted with CHCl3 (10 ml). The organic solutions were combined, dried over Na2SO4 and evaporated. The residue was chromatographed (8 g silica gel, 98.2 CHCl3 ...